This data is from the Open Reaction Database (ORD), a public repository of structured organic reaction records. The task is: describe an organic reaction: reactants, conditions, products, and yield Starting materials: FC1=C2CCC=C(C2=CC=C1)CC(=O)OCC (ethyl (5-fluoro-3,4-dihydronaphthalen-1-yl)acetate), ClC=1C(C(=C(C(C1Cl)=O)C#N)C#N)=O (DDQ). Solvent: [OH-].[Na+] (sodium hydroxide), C1=CC=CC=C1 (benzene). Yields the product FC1=C2C=CC=C(C2=CC=C1)CC(=O)OCC (ethyl (5-fluoronaphthalen-1-yl)acetate). Isolated yield 34.8%. Reaction SMILES: [F:1][C:2]1[CH:11]=[CH:10][CH:9]=[C:8]2[C:3]=1[CH2:4][CH2:5][CH:6]=[C:7]2[CH2:12][C:13]([O:15][CH2:16][CH3:17])=[O:14].ClC1C(=O)C(C#N)=C(C#N)C(=O)C=1Cl>C1C=CC=CC=1.[OH-].[Na+]>[F:1][C:2]1[CH:11]=[CH:10][CH:9]=[C:8]2[C:3]=1[CH:4]=[CH:5][CH:6]=[C:7]2[CH2:12][C:13]([O:15][CH2:16][CH3:17])=[O:14] |f:3.4|. Procedure: To a solution of ethyl (5-fluoro-3,4-dihydronaphthalen-1-yl)acetate (16.4 g) in benzene (500 mL) was DDQ (2,3-dichloro-5,6-dicyanobenzoquinone)(21.5 g), and the mixture was stirred with heating for 3 hr. After cooling, the precipitated solid was dissolved in 1N sodium hydroxide, and the mixture was extracted with toluene. The extract was washed with water and saturated brine, dried over magnesium sulfate, and concentrated under reduced pressure. The obtained residue was purified by silica gel co... Reactants: C12(CC3CC(CC(C1)C3)C2)C=2C=C(C=CC2CO)C=2C=C3C=CC(=CC3=CC2)C(=O)O (6-[3-(1-Adamantyl)-4-hydroxymethylphenyl]-2-naphthoic acid), C(C)(=O)Cl (acetyl chloride). Solvent: N1=CC=CC=C1 (pyridine). Yields the product C12(CC3CC(CC(C1)C3)C2)C=2C=C(C=CC2COC(C)=O)C=2C=C3C=CC(=CC3=CC2)C(=O)O (6-[3-(1-Adamantyl)-4-acetoxymethylphenyl]-2-naphthoic acid). Reaction SMILES: [C:1]12([C:11]3[CH:12]=[C:13]([C:19]4[CH:20]=[C:21]5[C:26](=[CH:27][CH:28]=4)[CH:25]=[C:24]([C:29]([OH:31])=[O:30])[CH:23]=[CH:22]5)[CH:14]=[CH:15][C:16]=3[CH2:17][OH:18])[CH2:10][CH:5]3[CH2:6][CH:7]([CH2:9][CH:3]([CH2:4]3)[CH2:2]1)[CH2:8]2.[C:32](Cl)(=[O:34])[CH3:33]>N1C=CC=CC=1>[C:1]12([C:11]3[CH:12]=[C:13]([C:19]4[CH:20]=[C:21]5[C:26](=[CH:27][CH:28]=4)[CH:25]=[C:24]([C:29]([OH:31])=[O:30])[CH:23]=[CH:22]5)[CH:14]=[CH:15][C:16]=3[CH2:17][O:18][C:32](=[O:34])[CH3:33])[CH2:8][CH:7]3[CH2:9][CH:3]([CH2:4][CH:5]([CH2:6]3)[CH2:10]1)[CH2:2]2. Procedure details: 2.42 g (5.87 mmol) of the alcohol obtained in Example 12 in 12 ml of pyridine are treated with 0.63 ml of acetyl chloride for 30 min. The reaction medium is poured into ice cold water, and extracted with ethyl acetate. The organic phase is washed with water, dried over magnesium sulphate and evaporated to give, after recrystallization from the ethyl acetate/hexane mixture, 1.67 g (63%) of a product which melts at 251° C. Reactants: ClC(=O)N1C2=C(C(NC3=C1C=CC=C3)=O)C=CC=N2 (11-(chlorocarbonyl)-6,11-dihydro-5H-pyrido[2,3-b][1,5]benzodiazepin-5-one), N1(CCCCC1)CCCC1CNCCC1 (3-[3-(1-piperidinyl)propyl]piperidine). Run in C(C)#N (acetonitrile). The product is N1(CCCCC1)CCCC1CN(CCC1)C(=O)N1C2=C(C(NC3=C1C=CC=C3)=O)C=CC=N2 (6,11-Dihydro-11-[[3-[3-(1-piperidinyl)propyl]1-piperidinyl]carbonyl]-5H-pyrido[2,3-b][1,5]benzodiazepin-5-one). The yield is 58.0%. As a reaction SMILES: Cl[C:2]([N:4]1[C:10]2[CH:11]=[CH:12][CH:13]=[CH:14][C:9]=2[NH:8][C:7](=[O:15])[C:6]2[CH:16]=[CH:17][CH:18]=[N:19][C:5]1=2)=[O:3].[N:20]1([CH2:26][CH2:27][CH2:28][CH:29]2[CH2:34][CH2:33][CH2:32][NH:31][CH2:30]2)[CH2:25][CH2:24][CH2:23][CH2:22][CH2:21]1>C(#N)C>[N:20]1([CH2:26][CH2:27][CH2:28][CH:29]2[CH2:34][CH2:33][CH2:32][N:31]([C:2]([N:4]3[C:10]4[CH:11]=[CH:12][CH:13]=[CH:14][C:9]=4[NH:8][C:7](=[O:15])[C:6]4[CH:16]=[CH:17][CH:18]=[N:19][C:5]3=4)=[O:3])[CH2:30]2)[CH2:21][CH2:22][CH2:23][CH2:24][CH2:25]1. Procedure: Prepared analogously to Example 4 from 11-(chlorocarbonyl)-6,11-dihydro-5H-pyrido[2,3-b][1,5]benzodiazepin-5-one and 3-[3-(1-piperidinyl)propyl]piperidine in a yield of 58% of theory. Colourless crystals, m.p. 165.5°-167.0° C. (acetonitrile). The reactants are ClC=1C=CC=C2C=C(C(=NC12)C1=C(C=CC=C1)Cl)CCl (8-chloro-3-(chloromethyl)-2-(2-chloro-phenyl)quinoline), [N-]=[N+]=[N-].[Na+] (sodium azide), CP(C)C (trimethyl phosphine). The solvent is C1CCOC1 (THF), CN(C)C=O (DMF), C1CCOC1 (THF), O (water). Yields the product ClC=1C=CC=C2C=C(C(=NC12)C1=C(C=CC=C1)Cl)CN ((8-Chloro-2-(2-chlorophenyl)quinolin-3-yl)methanamine). RXN SMILES: [Cl:1][C:2]1[CH:3]=[CH:4][CH:5]=[C:6]2[C:11]=1[N:10]=[C:9]([C:12]1[CH:17]=[CH:16][CH:15]=[CH:14][C:13]=1[Cl:18])[C:8]([CH2:19]Cl)=[CH:7]2.[N-:21]=[N+]=[N-].[Na+].CP(C)C>CN(C=O)C.C1COCC1.O>[Cl:1][C:2]1[CH:3]=[CH:4][CH:5]=[C:6]2[C:11]=1[N:10]=[C:9]([C:12]1[CH:17]=[CH:16][CH:15]=[CH:14][C:13]=1[Cl:18])[C:8]([CH2:19][NH2:21])=[CH:7]2 |f:1.2|. Reported procedure: Prepared according to Procedure E using 8-chloro-3-(chloromethyl)-2-(2-chloro-phenyl)quinoline (0.685 g, 2.12 mmol) and sodium azide (1.10 g, 17 mmol, 8 eq) in DMF (10 mL). The resulting intermediate was submitted to trimethyl phosphine (1.0M) in THF (2.5 mL, 2.5 mmol, 1.2 eq) in THF (8 mL) and water (2 mL). (8-Chloro-2-(2-chlorophenyl)quinolin-3-yl)methanamine was obtained as a light yellow solid. 1H NMR (400 MHz, DMSO-d6) δ ppm 8.62 (1H, s), 8.05 (1H, dd, J=8.6, 1.2 Hz), 8.00 (1H, dd, J=7.4, 1... The reactants are Cl (HCl), C(C)(C)(C)C1=C(C=CC(=C1)C(C)(C)C)O (2,4-Di-t-butylphenol), C=O (paraformaldehyde), B(O)(O)O (boric acid). The solvent is CCCCC (pentane), CCOCC (ether), C1(=CC=CC=C1)C (toluene). Reaction conditions: temperature 80 celsius. The product is C(C)(C)(C)C1=C(C(=CC(=C1)C(C)(C)C)CO)O (2,4-Di-t-butyl-6-hydroxymethylphenol). RXN SMILES: [C:1]([C:5]1[CH:10]=[C:9]([C:11]([CH3:14])([CH3:13])[CH3:12])[CH:8]=[CH:7][C:6]=1[OH:15])([CH3:4])([CH3:3])[CH3:2].[CH2:16]=[O:17].B(O)(O)O.Cl>CCOCC.CCCCC.C1(C)C=CC=CC=1>[C:1]([C:5]1[CH:10]=[C:9]([C:11]([CH3:14])([CH3:13])[CH3:12])[CH:8]=[C:7]([CH2:16][OH:17])[C:6]=1[OH:15])([CH3:4])([CH3:3])[CH3:2]. Reported procedure: 2,4-Di-t-butylphenol (20.63 gr., 0.1 mole), paraformaldehyde (3.0 gr., 0.1 mol), boric acid (6.18 g., 0.1 mol) and toluene (50 ml.) were charged into a flask and heated at 80° C. under nitrogen for 48 hours. The mixture was filtered and the solvent removed to provide a brown oil. This oil was dissolved in ether and stirred with an equal volume of 1N HCl for 2 hours. The ether layer was removed, washed with water, dried (MgSO4) and evaporated to form a soft yellow solid. This solid was stirred in... The reactants are F[C@@H]1CN(CC[C@@H]1O)C(=O)OCC1=CC=CC=C1 (racemic (cis)-benzyl 3-fluoro-4-hydroxypiperidine-1-carboxylate), C1(=CC=CC=C1)P(C1=CC=CC=C1)C1=CC=CC=C1 (triphenylphosphine), C(C1=CC=CC=C1)(=O)O (benzoic acid), N(=NC(=O)OC(C)C)C(=O)OC(C)C (diisopropyl azodicarboxylate). The solvent is C1CCOC1 (THF), C1CCOC1 (THF). Reaction conditions: temperature 0 celsius, time 7 day. Product: C(C1=CC=CC=C1)(=O)O[C@H]1[C@@H](CN(CC1)C(=O)OCC1=CC=CC=C1)F ((trans)-benzyl 4-(benzoyloxy)-3-fluoropiperidine-1-carboxylate). Isolated yield 89.0%. RXN SMILES: [F:1][C@H:2]1[C@@H:7]([OH:8])[CH2:6][CH2:5][N:4]([C:9]([O:11][CH2:12][C:13]2[CH:18]=[CH:17][CH:16]=[CH:15][CH:14]=2)=[O:10])[CH2:3]1.C1(P(C2C=CC=CC=2)C2C=CC=CC=2)C=CC=CC=1.[C:38](O)(=[O:45])[C:39]1[CH:44]=[CH:43][CH:42]=[CH:41][CH:40]=1.N(C(OC(C)C)=O)=NC(OC(C)C)=O>C1COCC1>[C:38]([O:8][C@@H:7]1[CH2:6][CH2:5][N:4]([C:9]([O:11][CH2:12][C:13]2[CH:18]=[CH:17][CH:16]=[CH:15][CH:14]=2)=[O:10])[CH2:3][C@H:2]1[F:1])(=[O:45])[C:39]1[CH:44]=[CH:43][CH:42]=[CH:41][CH:40]=1. Procedure: Non-racemic (cis)-benzyl 3-fluoro-4-hydroxypiperidine-1-carboxylate (Peak 1 of Example 94, Step 3D; 0.306 g, 1.21 mmol) was treated with triphenylphosphine (0.475 g, 1.81 mmol) and benzoic acid (0.221 g, 1.81 mmol) and the solids were dissolved in THF (5 mL), then cooled to 0° C. The solution was treated dropwise with diisopropyl azodicarboxylate (0.357 mL, 1.81 mmol) dissolved in THF (1 mL). The solution was warmed to ambient temperature with a bath and stirred for 7 days, then concentrated in ... Starting materials: CS(=O)(=O)C1=CC=C(C=C1)C1=CN=CC=2N1N=C(N2)N (5-(4-methanesulfonyl-phenyl)-[1,2,4]triazolo[1,5-a]pyrazin-2-ylamine), BrC=1C=C(C=NC1)N1CCN(CC1)C (1-(5-bromo-pyridin-3-yl)-4-methyl-piperazine). Product: CS(=O)(=O)C1=CC=C(C=C1)C1=CN=CC=2N1N=C(N2)NC=2C=NC=C(C2)N2CCN(CC2)C ([5-(4-Methanesulfonyl-phenyl)-[1,2,4]triazolo[1,5-a]pyrazin-2-yl]-[5-(4-methyl-piperazin-1-yl)-pyridin-3-yl]-amine). Yield: 4.0%. As a reaction SMILES: [CH3:1][S:2]([C:5]1[CH:10]=[CH:9][C:8]([C:11]2[N:16]3[N:17]=[C:18]([NH2:20])[N:19]=[C:15]3[CH:14]=[N:13][CH:12]=2)=[CH:7][CH:6]=1)(=[O:4])=[O:3].Br[C:22]1[CH:23]=[C:24]([N:28]2[CH2:33][CH2:32][N:31]([CH3:34])[CH2:30][CH2:29]2)[CH:25]=[N:26][CH:27]=1>>[CH3:1][S:2]([C:5]1[CH:6]=[CH:7][C:8]([C:11]2[N:16]3[N:17]=[C:18]([NH:20][C:22]4[CH:27]=[N:26][CH:25]=[C:24]([N:28]5[CH2:33][CH2:32][N:31]([CH3:34])[CH2:30][CH2:29]5)[CH:23]=4)[N:19]=[C:15]3[CH:14]=[N:13][CH:12]=2)=[CH:9][CH:10]=1)(=[O:3])=[O:4]. Procedure details: [5-(4-Methanesulfonyl-phenyl)-[1,2,4]triazolo[1,5-a]pyrazin-2-yl]-[5-(4-methyl-piperazin-1-yl)-pyridin-3-yl]-amine was prepared from 5-(4-methanesulfonyl-phenyl)-[1,2,4]triazolo[1,5-a]pyrazin-2-ylamine and 1-(5-bromo-pyridin-3-yl)-4-methyl-piperazine in a manner analogous to Step 2d and was isolated as an off-white lyophilate As a reaction SMILES: [Cl:1][C:2]1[C:6]([Cl:7])=[C:5]([C:8]#[N:9])[NH:4][C:3]=1[C:10]([OH:12])=O.S(Cl)([Cl:15])=O>>[Cl:1][C:2]1[C:6]([Cl:7])=[C:5]([C:8]#[N:9])[NH:4][C:3]=1[C:10]([Cl:15])=[O:12]. The product is ClC1=C(NC(=C1Cl)C#N)C(=O)Cl (3,4-Dichloro-5-cyano-1H-pyrrole-2-carbonyl chloride). Procedure details: 3,4-Dichloro-5-cyano-1H-pyrrole-2-carboxylic acid (Intermediate 131, 0.9 g, 0.2 mmol) was dissolved in excess thionyl chloride (5 ml) and heated to reflux for 30 minutes. The reaction mixture was concentrated and the residue was dissolved in THF and concentrated (×2). The solid (0.82 g, 89%) was pumped to dryness and stored under argon. The reactants are ClC1=C(NC(=C1Cl)C#N)C(=O)O (3,4-Dichloro-5-cyano-1H-pyrrole-2-carboxylic acid), ClC1=C(NC(=C1Cl)C#N)C(=O)O (3,4-Dichloro-5-cyano-1H-pyrrole-2-carboxylic acid), S(=O)(Cl)Cl (thionyl chloride). As a reaction SMILES: [CH3:23][C:24]#[N:25].[NH2:10][c:11]1[n:12][c:13]2[n:14][c:15]([O:21][CH3:22])[cH:16][cH:17][c:18]2[cH:19][cH:20]1.[OH2:26].[OH:1][C:2](=[O:3])[c:4]1[cH:5][cH:6][cH:7][cH:8][cH:9]1>>[C:2](=[O:3])([c:4]1[cH:5][cH:6][cH:7][cH:8][cH:9]1)[NH:10][c:11]1[n:12][c:13]2[n:14][c:15]([O:21][CH3:22])[cH:16][cH:17][c:18]2[cH:19][cH:20]1. Reactants: CC#N, COc1ccc2ccc(N)nc2n1, O, O=C(O)c1ccccc1. Yields the product COc1ccc2ccc(NC(=O)c3ccccc3)nc2n1.